From a dataset of the Open Reaction Database (ORD), a public repository of structured organic reaction records. describe an organic reaction: reactants, conditions, products, and yield Starting materials: Cl, CN(C(=O)N(C)C1CNCC1c1ccc(F)cc1)c1cc(C(F)(F)F)cc(C(F)(F)F)c1, O=C(O)c1ccccn1. The product is CN(C(=O)N(C)C1CN(C(=O)c2ccccn2)CC1c1ccc(F)cc1)c1cc(C(F)(F)F)cc(C(F)(F)F)c1. Reaction SMILES: [ClH:1].[F:2][C:3]([c:4]1[cH:5][c:6]([N:14]([C:15](=[O:16])[N:17]([CH3:18])[CH:19]2[CH2:20][NH:21][CH2:22][CH:23]2[c:24]2[cH:25][cH:26][c:27]([F:30])[cH:28][cH:29]2)[CH3:31])[cH:7][c:8]([C:10]([F:11])([F:12])[F:13])[cH:9]1)([F:32])[F:33].[OH:34][C:35](=[O:36])[c:37]1[cH:38][cH:39][cH:40][cH:41][n:42]1>>[F:2][C:3]([c:4]1[cH:5][c:6]([N:14]([C:15](=[O:16])[N:17]([CH3:18])[CH:19]2[CH2:20][N:21]([C:35](=[O:34])[c:37]3[cH:38][cH:39][cH:40][cH:41][n:42]3)[CH2:22][CH:23]2[c:24]2[cH:25][cH:26][c:27]([F:30])[cH:28][cH:29]2)[CH3:31])[cH:7][c:8]([C:10]([F:11])([F:12])[F:13])[cH:9]1)([F:32])[F:33]. Reactants: [Li]C (MeLi), [Cl-].[NH4+].[OH-].[NH4+] (Ammonium chloride ammonium hydroxide), [Li+].[Br-] (LiBr), C[Si](C)(C)Cl (TMSCl), C(C)OC(/C=C/[C@@H]1N(C(OC1)(C)C)C(=O)OC(C)(C)C)=O ((S,E)-tert-butyl 4-(3-ethoxy-3-oxoprop-1-enyl)-2,2-dimethyloxazolidine-3-carboxylate). The reagents and catalysts are [Cu]I (CuI). Run in C1CCOC1 (THF). Product: C(C)OC(C[C@@H](C)[C@@H]1N(C(OC1)(C)C)C(=O)OC(C)(C)C)=O ((S)-tert-butyl 4-((R)-4-ethoxy-4-oxobutan-2-yl)-2,2-dimethyloxazolidine-3-carboxylate). As a reaction SMILES: [Li][CH3:2].[Li+].[Br-].C[Si](Cl)(C)C.[CH2:10]([O:12][C:13](=[O:30])/[CH:14]=[CH:15]/[C@H:16]1[CH2:20][O:19][C:18]([CH3:22])([CH3:21])[N:17]1[C:23]([O:25][C:26]([CH3:29])([CH3:28])[CH3:27])=[O:24])[CH3:11].[Cl-].[NH4+].[OH-].[NH4+]>C1COCC1.[Cu]I>[CH2:10]([O:12][C:13](=[O:30])[CH2:14][C@H:15]([C@H:16]1[CH2:20][O:19][C:18]([CH3:22])([CH3:21])[N:17]1[C:23]([O:25][C:26]([CH3:29])([CH3:28])[CH3:27])=[O:24])[CH3:2])[CH3:11] |f:1.2,5.6.7.8|. Procedure details: To CuI (3.36 g, 17.64 mmol) in THF (15 mL) was added at −78° C. MeLi.LiBr (1.5M in ether, 23.5 mL, 35.28 mmol), and the resulting mixture was stirred at −78° C. for 15 min. TMSCl (1.52 mL, 17.64 mmol) and Me2CuLi (generated above) were added in sequence at −78° C. to (S,E)-tert-butyl 4-(3-ethoxy-3-oxoprop-1-enyl)-2,2-dimethyloxazolidine-3-carboxylate (0.88 g, 2.94 mmol), and the resulting mixture was slowly warmed up to rt. Ammonium chloride-ammonium hydroxide buffer (pH ˜8) was added to the rea... Starting materials: [N+](=O)([O-])C1=C(C=CC(=C1)C(F)(F)F)C1=CC2=C([C@]3(CCC(N[C@@H]3CC2)=O)C)C=C1 ((+)-(4aR)-(10bR)-8-(2-nitro-4-trifluoromethylphenyl )-10b-methyl -1,2,3,4, 4a, 5,6,10b-octahydrobenzo[f]quinolin-3-one), C(C)(C)(C)O (t-butanol), CC(C)([O-])C.[K+] (potassium t-butoxide), CI (Methyl iodide). Solvent: C(C)(=O)OCC (ethyl acetate). Run at time 4 hour. Yields the product CN1C(CC[C@@]2(C3=C(CC[C@@H]12)C=C(C=C3)C3=C(C=C(C=C3)C(F)(F)F)[N+](=O)[O-])C)=O ((+)-(4aR)-(10bR)-4-methyl-8-(2-nitro-4-trifluoromethyl-phenyl)-10b-methyl-1,2,3,4,4a, 5,6,10b-octahydrobenzo[f]quinolin-3-one). Yield: 76.0%. As a reaction SMILES: [N+:1]([C:4]1[CH:9]=[C:8]([C:10]([F:13])([F:12])[F:11])[CH:7]=[CH:6][C:5]=1[C:14]1[CH:29]=[CH:28][C:17]2[C@:18]3([CH3:27])[C@@H:23]([CH2:24][CH2:25][C:16]=2[CH:15]=1)[NH:22][C:21](=[O:26])[CH2:20][CH2:19]3)([O-:3])=[O:2].[C:30](O)(C)(C)C.CC(C)([O-])C.[K+].CI>C(OCC)(=O)C>[CH3:30][N:22]1[C@H:23]2[C@@:18]([CH3:27])([C:17]3[CH:28]=[CH:29][C:14]([C:5]4[CH:6]=[CH:7][C:8]([C:10]([F:11])([F:12])[F:13])=[CH:9][C:4]=4[N+:1]([O-:3])=[O:2])=[CH:15][C:16]=3[CH2:25][CH2:24]2)[CH2:19][CH2:20][C:21]1=[O:26] |f:2.3|. Reported procedure: A 15 mL round bottom flask was charged with (+)-(4aR)-(10bR)-8-(2-nitro-4-trifluoromethylphenyl )-10b-methyl -1,2,3,4, 4a, 5,6,10b-octahydrobenzo[f]quinolin-3-one (48 mg, 0.12 mmol), 0.3 mL of t-butanol, and potassium t-butoxide (40 mg, 0.36 mmol). Methyl iodide (0.022 mL, 0.36 mmol) was added and the mixture was stirred at room temperature for 4 h. The mixture was diluted with ethyl acetate, and purified by silica gel chromatography (ethyl acetate eluent) to give 38 mg (76%) of the title compou... Starting materials: COC([C@@H](N)CC1=CC=CC=C1)=O (L-phenylalanine methyl ester), CC(C(C(=O)OC)=O)C (methyl 3-methyl-2-oxobutyrate), C1(=CC=CC=C1)CC(C(=O)OC)=O (methyl 3-phenyl-2-oxopropionate). Product: C(C1=CC=CC=C1)[C@@H]1C(N[C@H]([C@H](C1)O)CC1=CC=CC=C1)=O ((3S,5S,6S)-3,6-Dibenzyl-5-hydroxypiperidin-2-one). RXN SMILES: CO[C:3](=[O:13])[C@H:4]([CH2:6][C:7]1[CH:12]=[CH:11][CH:10]=[CH:9][CH:8]=1)[NH2:5].[CH3:14]C(C)C(=O)C(OC)=O.[C:23]1([CH2:29][C:30](=O)[C:31]([O:33]C)=O)[CH:28]=[CH:27][CH:26]=[CH:25][CH:24]=1>>[CH2:29]([C@H:30]1[CH2:14][C@H:3]([OH:13])[C@H:4]([CH2:6][C:7]2[CH:8]=[CH:9][CH:10]=[CH:11][CH:12]=2)[NH:5][C:31]1=[O:33])[C:23]1[CH:24]=[CH:25][CH:26]=[CH:27][CH:28]=1. Procedure details: Following the procedures outlined in Examples 2-6, and replacing L-cyclohexylalanine methyl ester with L-phenylalanine methyl ester in Example 2 and methyl 3-methyl-2-oxobutyrate with methyl 3-phenyl-2-oxopropionate in Example 4 provides the title compound. Reactants: CCc1cc(-c2cncc(C(=O)O)c2)c(C)[nH]c1=O, COc1cccc(CCN)c1. As a reaction SMILES: [CH2:1]([CH3:2])[c:3]1[cH:4][c:5](-[c:11]2[cH:12][n:13][cH:14][c:15]([C:17](=[O:18])[OH:19])[cH:16]2)[c:6]([CH3:10])[nH:7][c:8]1=[O:9].[CH3:20][O:21][c:22]1[cH:23][c:24]([CH2:28][CH2:29][NH2:30])[cH:25][cH:26][cH:27]1>>[CH2:1]([CH3:2])[c:3]1[cH:4][c:5](-[c:11]2[cH:12][n:13][cH:14][c:15]([C:17](=[O:19])[NH:30][CH2:29][CH2:28][c:24]3[cH:23][c:22]([O:21][CH3:20])[cH:27][cH:26][cH:25]3)[cH:16]2)[c:6]([CH3:10])[nH:7][c:8]1=[O:9]. Yields the product CCc1cc(-c2cncc(C(=O)NCCc3cccc(OC)c3)c2)c(C)[nH]c1=O.